This data is from the Open Reaction Database (ORD), a public repository of structured organic reaction records. The task is: describe an organic reaction: reactants, conditions, products, and yield Reactants: ClC=1C(=CC=C2C(=CN=CC12)C)OC (8-Chloro-7-methoxy-4-methylisoquinoline). The solvent is Br (hydrobromic acid). Product: Cl.ClC=1C(=CC=C2C(=CN=CC12)C)O (8-chloro-7-hydroxy-4-methylisoquinoline hydrochloride). As a reaction SMILES: [Cl:1][C:2]1[C:3]([O:13]C)=[CH:4][CH:5]=[C:6]2[C:11]=1[CH:10]=[N:9][CH:8]=[C:7]2[CH3:12]>Br>[ClH:1].[Cl:1][C:2]1[C:3]([OH:13])=[CH:4][CH:5]=[C:6]2[C:11]=1[CH:10]=[N:9][CH:8]=[C:7]2[CH3:12] |f:2.3|. Procedure: 8-Chloro-7-methoxy-4-methylisoquinoline (0.89 g.) in 48% hydrobromic acid is refluxed for 48 hours. The mixture is evaporated to dryness in vacuo, redissolved in water and neutralized with ammonium hydroxide. The mixture is cooled and the precipitate is filtered off and treated with hydrogen chloride in ethanol. Ether is added and the precipitate is filtered off to give 8-chloro-7-hydroxy-4-methylisoquinoline hydrochloride. Reactants: OCC1=CC=C(C(=O)OC)C=C1 (Methyl 4-(hydroxymethyl)benzoate), [Si](C)(C)(C(C)(C)C)Cl (tert-butyldimethylsilyl chloride), [Si](C)(C)(C(C)(C)C)OCC1=CC=C(COC(=C)C2=CC=C(C=C2)CO[Si](C)(C)C(C)(C)C)C=C1 (α-[4-(tert-Butyldimethylsilyloxymethyl)-benzyloxy][4-(tert-butyldimethylsilyloxymethyl)styrene]), [Si](C)(C)(C(C)(C)C)OCC(C1=CC=CC=C1)OC(=C)C1=CC(=CC=C1)CO[Si](C)(C)C(C)(C)C (α-[(tert-Butyldimethylsilyloxymethyl)-benzyloxy][3-(tert-butyldimethylsilyloxymethyl)styrene]), C(C1=CC=CC=C1)OC(=C)C1=CC(=CC=C1)COC(C)=O (α-Benzyloxy[3-(acetoxymethyl)styrene]), [H-].[Al+3].[Li+].[H-].[H-].[H-] (lithium aluminium hydride). The product is [Si](C)(C)(C(C)(C)C)OCC1=CC=C(CO)C=C1 (4-(tert-butyldimethylsilyloxymethyl)benzyl alcohol). As a reaction SMILES: [Si:1]([O:8][CH2:9][C:10]1[CH:34]=[CH:33][C:13]([CH2:14][O:15]C(C2C=CC(CO[Si](C(C)(C)C)(C)C)=CC=2)=C)=[CH:12][CH:11]=1)([C:4]([CH3:7])([CH3:6])[CH3:5])([CH3:3])[CH3:2].[Si](OCC(OC(C1C=CC=C(CO[Si](C(C)(C)C)(C)C)C=1)=C)C1C=CC=CC=1)(C(C)(C)C)(C)C.C(OC(C1C=CC=C(COC(=O)C)C=1)=C)C1C=CC=CC=1.OCC1C=CC(C(OC)=O)=CC=1.[Si](Cl)(C(C)(C)C)(C)C.[H-].[Al+3].[Li+].[H-].[H-].[H-]>>[Si:1]([O:8][CH2:9][C:10]1[CH:34]=[CH:33][C:13]([CH2:14][OH:15])=[CH:12][CH:11]=1)([C:4]([CH3:7])([CH3:6])[CH3:5])([CH3:3])[CH3:2] |f:5.6.7.8.9.10|. Reported procedure: α-[4-(tert-Butyldimethylsilyloxymethyl)-benzyloxy][4-(tert-butyldimethylsilyloxymethyl)styrene] and α-[(tert-Butyldimethylsilyloxymethyl)-benzyloxy][3-(tert-butyldimethylsilyloxymethyl)styrene]. (Formula II, R1 =tert-butyldimethylsilyloxymethylphenyl, R2 =4-tert-butyldimethylsilyloxymethylbenzyl). Methyl 4-(hydroxymethyl)benzoate was treated with tert-butyldimethylsilyl chloride using the general procedure described in Journal of the American Chemical Society, 1972, 94, 6190. The resulting produ... Starting materials: N1C=NC=C1C1=C(C(=O)OCC)C=CC=C1 (ethyl 2-(1H-imidazol-5-yl)benzoate). Run in CO (MeOH), Cl (HCl). Reaction conditions: temperature 80 celsius, time 24 hour. The product is N1C=NC(=C1)C1=C(C(=O)O)C=CC=C1 (2-(1H-Imidazol-4-yl)benzoic acid). Yield: 86.0%. RXN SMILES: [NH:1]1[C:5]([C:6]2[CH:16]=[CH:15][CH:14]=[CH:13][C:7]=2[C:8]([O:10]CC)=[O:9])=[CH:4][N:3]=[CH:2]1>CO.Cl>[NH:3]1[CH:4]=[C:5]([C:6]2[CH:16]=[CH:15][CH:14]=[CH:13][C:7]=2[C:8]([OH:10])=[O:9])[N:1]=[CH:2]1. Procedure details: To a stirred solution of ethyl 2-(1H-imidazol-5-yl)benzoate (0.25 mmol) in MeOH, 2 mL of HCl solution (2 mL, 1.0M in MeOH) was added. The solution was allowed to stir at 80° C. for 24 h and then the solution was evaporated and purified by column chromatography to give the pure desired product in 86% yield. 1H NMR: 7.31-7.44 (m, 2H), 7.50 (t, 1H, J=7.2 Hz), 7.59 (d, 1H, J=7.6 Hz), 7.85 (d, 1H, J=7.2 Hz), 8.04 (br s, 1H) Reaction SMILES: [CH3:15][C:16]([O:17][C:18](=[O:19])[CH3:20])=[O:21].[F:1][c:2]1[c:3]([O:8][CH3:9])[cH:4][cH:5][cH:6][cH:7]1.[OH2:14].[OH:10][N+:11]([O-:12])=[O:13]>>[F:1][c:2]1[c:3]([O:8][CH3:9])[cH:4][cH:5][c:6]([N+:11](=[O:10])[O-:12])[cH:7]1. Yields the product COc1ccc([N+](=O)[O-])cc1F. Starting materials: CC(=O)OC(C)=O, COc1ccccc1F, O, O=[N+]([O-])O. Reactants: C(CC)N(C(=O)C=1C=C(C(=O)O)C=C(C1)C=1OC=C(N1)C)CCC (3-[(dipropylamino)carbonyl]-5-(4-methyl-1,3-oxazol-2-yl)benzoic acid), Cl.Cl.N[C@H]([C@@H](CNCC1=CC(=CC=C1)CC)O)CC1=CC(=CC(=C1)F)F ((2R,3S)-3-amino-4-(3,5-difluorophenyl)-1-[(3-ethylbenzyl)amino]butan-2-ol dihydrochloride), C=1C=CC2=C(C1)N=NN2O (HOBt), CN1CCOCC1 (N-methylmorpholine), C(CCl)Cl (EDC). Solvent: CN(C=O)C (dimethylformamide), O (water). Conditions: time 8 hour. Product: FC=1C=C(C[C@@H]([C@@H](CNCC2=CC(=CC=C2)CC)O)NC(C2=CC(C(=O)N(CCC)CCC)=CC(=C2)C=2OC=C(N2)C)=O)C=C(C1)F (N1-{(1S,2R)-1-(3,5-difluorobenzyl)-3-[(3-ethylbenzyl)amino]-2-hydroxypropyl}-5-(4-methyl-1,3-oxazol-2-yl)-N3,N3-dipropylisophthalamide). Yield: 26.9%. RXN SMILES: [CH2:1]([N:4]([CH2:22][CH2:23][CH3:24])[C:5]([C:7]1[CH:8]=[C:9]([CH:13]=[C:14]([C:16]2[O:17][CH:18]=[C:19]([CH3:21])[N:20]=2)[CH:15]=1)[C:10](O)=[O:11])=[O:6])[CH2:2][CH3:3].Cl.Cl.[NH2:27][C@@H:28]([CH2:42][C:43]1[CH:48]=[C:47]([F:49])[CH:46]=[C:45]([F:50])[CH:44]=1)[C@H:29]([OH:41])[CH2:30][NH:31][CH2:32][C:33]1[CH:38]=[CH:37][CH:36]=[C:35]([CH2:39][CH3:40])[CH:34]=1.C1C=CC2N(O)N=NC=2C=1.CN1CCOCC1.C(Cl)CCl>CN(C)C=O.O>[F:50][C:45]1[CH:44]=[C:43]([CH:48]=[C:47]([F:49])[CH:46]=1)[CH2:42][C@H:28]([NH:27][C:10](=[O:11])[C:9]1[CH:13]=[C:14]([C:16]2[O:17][CH:18]=[C:19]([CH3:21])[N:20]=2)[CH:15]=[C:7]([C:5]([N:4]([CH2:22][CH2:23][CH3:24])[CH2:1][CH2:2][CH3:3])=[O:6])[CH:8]=1)[C@H:29]([OH:41])[CH2:30][NH:31][CH2:32][C:33]1[CH:38]=[CH:37][CH:36]=[C:35]([CH2:39][CH3:40])[CH:34]=1 |f:1.2.3|. Reported procedure: A solution of 3-[(dipropylamino)carbonyl]-5-(4-methyl-1,3-oxazol-2-yl)benzoic acid (77.5 mg, 0.23 mmol), (2R,3S)-3-amino-4-(3,5-difluorophenyl)-1-[(3-ethylbenzyl)amino]butan-2-ol dihydrochloride (96 mg, 0.23 mmol), HOBt (32 mg, 0.23 mmol), and N-methylmorpholine (83 μL, 0.75 mmol) was stirred in dimethylformamide (2 mL) for 15 min. EDC (73 mg, 0.42 mmol) was added and the reaction mixture was stirred overnight. The reaction mixture was diluted with water, and extracted with ethyl acetate (3×25 m... The reactants are CCOC(C)=O, [H][H], CCCN1C(=O)C2CC(c3ccc([N+](=O)[O-])cc3)(C2)C1=O. Yields the product CCCN1C(=O)C2CC(c3ccc(N)cc3)(C2)C1=O. As a reaction SMILES: [CH3:24][CH2:25][O:26][C:27](=[O:28])[CH3:29].[H:22][H:23].[N+:1]([O-:2])(=[O:3])[c:4]1[cH:5][cH:6][c:7]([C:10]23[C:11](=[O:21])[N:12]([CH2:18][CH2:19][CH3:20])[C:13](=[O:17])[CH:14]([CH2:15]2)[CH2:16]3)[cH:8][cH:9]1>>[NH2:1][c:4]1[cH:5][cH:6][c:7]([C:10]23[C:11](=[O:21])[N:12]([CH2:18][CH2:19][CH3:20])[C:13](=[O:17])[CH:14]([CH2:15]2)[CH2:16]3)[cH:8][cH:9]1. Reported procedure: 143 mg (0.26 mmol of tert-butyl 4-(2-{3-[3-(3-cyanophenyl)-6-oxo-6H-pyridazin-1-ylmethyl]phenyl}pyrimidin-5-yl)piperazine-1-carbamate are dissolved in 6 ml of acetonitrile, and 6 ml of 4 M HCl in dioxane are added. The reaction mixture is stirred at room temperature for 1 h and evaporated. The residue is taken up in water and ethyl acetate, and the water phase is adjusted to pH 12 using NaOH and extracted with ethyl acetate and dichloromethane. The organic phases are combined, dried over sodium ... Run at time 1 hour. The product is O=C1C=CC(=NN1CC1=CC(=CC=C1)C1=NC=C(C=N1)N1CCNCC1)C=1C=C(C#N)C=CC1 (3-{6-oxo-1-[3-(5-piperazin-1-ylpyrimidin-2-yl)benzyl]-1,6-dihydropyridazin-3-yl}benzonitrile). Solvent: C(C)#N (acetonitrile), O1CCOCC1 (dioxane). Reactants: C(#N)C=1C=C(C=CC1)C1=NN(C(C=C1)=O)CC=1C=C(C=CC1)C1=NC=C(C=N1)N1CCN(CC1)NC(=O)OC(C)(C)C (tert-butyl 4-(2-{3-[3-(3-cyanophenyl)-6-oxo-6H-pyridazin-1-ylmethyl]phenyl}pyrimidin-5-yl)piperazine-1-carbamate), Cl (HCl). Reaction SMILES: [C:1]([C:3]1[CH:4]=[C:5]([C:9]2[CH:14]=[CH:13][C:12](=[O:15])[N:11]([CH2:16][C:17]3[CH:18]=[C:19]([C:23]4[N:28]=[CH:27][C:26]([N:29]5[CH2:34][CH2:33][N:32](NC(OC(C)(C)C)=O)[CH2:31][CH2:30]5)=[CH:25][N:24]=4)[CH:20]=[CH:21][CH:22]=3)[N:10]=2)[CH:6]=[CH:7][CH:8]=1)#[N:2].Cl>C(#N)C.O1CCOCC1>[O:15]=[C:12]1[N:11]([CH2:16][C:17]2[CH:22]=[CH:21][CH:20]=[C:19]([C:23]3[N:28]=[CH:27][C:26]([N:29]4[CH2:34][CH2:33][NH:32][CH2:31][CH2:30]4)=[CH:25][N:24]=3)[CH:18]=2)[N:10]=[C:9]([C:5]2[CH:4]=[C:3]([CH:8]=[CH:7][CH:6]=2)[C:1]#[N:2])[CH:14]=[CH:13]1.